From a dataset of the Open Reaction Database (ORD), a public repository of structured organic reaction records. describe an organic reaction: reactants, conditions, products, and yield Starting materials: CN1C=CC2=CC=CC=C12 (1-methylindole), [Cl-].BrC=1C=C(C=[N+](C)C)C=CC1 ((3-bromo-benzylidene)-dimethyl-ammonium chloride), BrC=1C=C(C=O)C=CC1 (3-bromo-benzaldehyde), CNC (dimethylamine). The product is BrC=1C=C(C=CC1)C(C1=CN(C2=CC=CC=C12)C)N(C)C ([(3-Bromo-phenyl)-(1-methyl-1H-indol-3-yl)-methyl]-dimethyl-amine). Reaction SMILES: [CH3:1][N:2]1[C:10]2[C:5](=[CH:6][CH:7]=[CH:8][CH:9]=2)[CH:4]=[CH:3]1.[Cl-].[Br:12][C:13]1[CH:14]=[C:15]([CH:20]=[CH:21][CH:22]=1)[CH:16]=[N+:17]([CH3:19])[CH3:18].BrC1C=C(C=CC=1)C=O.CNC>>[Br:12][C:13]1[CH:14]=[C:15]([CH:16]([N:17]([CH3:19])[CH3:18])[C:4]2[C:5]3[C:10](=[CH:9][CH:8]=[CH:7][CH:6]=3)[N:2]([CH3:1])[CH:3]=2)[CH:20]=[CH:21][CH:22]=1 |f:1.2|. Reported procedure: The preparation was carried out in accordance with general synthesis instructions 4 from 1-methylindole and (3-bromo-benzylidene)-dimethyl-ammonium chloride, which had been prepared in accordance with example 24 from 3-bromo-benzaldehyde and dimethylamine. As a reaction SMILES: [Cl:1][c:2]1[n:3][cH:4][cH:5][c:6](-[c:8]2[n:9][c:10](-[c:18]3[cH:19][c:20]([C:24]([F:25])([F:26])[F:27])[cH:21][cH:22][cH:23]3)[cH:11][c:12]([C:14]([F:15])([F:16])[F:17])[n:13]2)[cH:7]1.[NH2:28][c:29]1[n:30][cH:31][c:32]([B:35]2[O:36][C:37]([CH3:38])([CH3:39])[C:40]([CH3:41])([CH3:42])[O:43]2)[cH:33][cH:34]1>>[c:2]1(-[c:32]2[cH:31][n:30][c:29]([NH2:28])[cH:34][cH:33]2)[n:3][cH:4][cH:5][c:6](-[c:8]2[n:9][c:10](-[c:18]3[cH:19][c:20]([C:24]([F:25])([F:26])[F:27])[cH:21][cH:22][cH:23]3)[cH:11][c:12]([C:14]([F:15])([F:16])[F:17])[n:13]2)[cH:7]1. Reactants: FC(F)(F)c1cccc(-c2cc(C(F)(F)F)nc(-c3ccnc(Cl)c3)n2)c1, CC1(C)OB(c2ccc(N)nc2)OC1(C)C. The product is Nc1ccc(-c2cc(-c3nc(-c4cccc(C(F)(F)F)c4)cc(C(F)(F)F)n3)ccn2)cn1. Reactants: [Br-], CCC(=O)CC, O=C(Nc1ccc(C#CCCCCl)cc1)C(F)(F)F, C#CCCCCl, O=C(Nc1ccc(C#CCCCCO)cc1)C(F)(F)F, [Li+]. Product: O=C(Nc1ccc(C#CCCCBr)cc1)C(F)(F)F. Reaction SMILES: [Br-:47].[CH3:48][CH2:49][C:50](=[O:51])[CH2:52][CH3:53].[Cl:1][CH2:2][CH2:3][CH2:4][C:5]#[C:6][c:7]1[cH:8][cH:9][c:10]([NH:13][C:14]([C:15]([F:16])([F:17])[F:18])=[O:19])[cH:11][cH:12]1.[Cl:40][CH2:41][CH2:42][CH2:43][C:44]#[CH:45].[F:20][C:21]([F:22])([F:23])[C:24]([NH:25][c:26]1[cH:27][cH:28][c:29]([C:30]#[C:31][CH2:32][CH2:33][CH2:34][CH2:35][OH:36])[cH:37][cH:38]1)=[O:39].[Li+:46]>>[CH2:2]([CH2:3][CH2:4][C:5]#[C:6][c:7]1[cH:8][cH:9][c:10]([NH:13][C:14]([C:15]([F:16])([F:17])[F:18])=[O:19])[cH:11][cH:12]1)[Br:47]. The reactants are NCCCCN(CC)CC ((4-aminobutyl)diethylamine), C(C)OC(=O)C1=CC(=NC=C1)CN(C(C(F)(F)F)=O)CC(=O)O (2-(N-{[4-(ethoxycarbonyl)pyridin-2-yl]methyl}-2,2,2-trifluoroacetamido)acetic acid). The product is C(C)N(CCCCNC(=O)CN(C(C(F)(F)F)=O)CC1=NC=CC(=C1)C(=O)OCC)CC (Ethyl 2-{[N-({[4-(diethylamino)butyl]carbamoyl}methyl)-2,2,2-trifluoroacetamido]methyl}pyridine-4-carboxylate). As a reaction SMILES: [NH2:1][CH2:2][CH2:3][CH2:4][CH2:5][N:6]([CH2:9][CH3:10])[CH2:7][CH3:8].[CH2:11]([O:13][C:14]([C:16]1[CH:21]=[CH:20][N:19]=[C:18]([CH2:22][N:23]([CH2:30][C:31](O)=[O:32])[C:24](=[O:29])[C:25]([F:28])([F:27])[F:26])[CH:17]=1)=[O:15])[CH3:12]>>[CH2:7]([N:6]([CH2:9][CH3:10])[CH2:5][CH2:4][CH2:3][CH2:2][NH:1][C:31]([CH2:30][N:23]([CH2:22][C:18]1[CH:17]=[C:16]([C:14]([O:13][CH2:11][CH3:12])=[O:15])[CH:21]=[CH:20][N:19]=1)[C:24](=[O:29])[C:25]([F:26])([F:27])[F:28])=[O:32])[CH3:8]. Procedure details: By General procedure Y from (4-aminobutyl)diethylamine and 2-(N-{[4-(ethoxycarbonyl)pyridin-2-yl]methyl}-2,2,2-trifluoroacetamido)acetic acid. Purification by column chromatography gave the title compound as oil. 1H NMR (300 MHz, chloroform-d): δ ppm 9.09 (t, 1H), 8.67 (m, 1H), 7.83 (m, 2H), 4.85 (m, 2H), 4.42 (q, 2H), 4.17 (m, 2H), 3.26 (m, 2H), 2.46 (m, 6H), 1.52 (m, 4H), 1.40 (t, 3H), 0.97 (m, 6H). The reactants are CC(C)(C(=O)NS(=O)(=O)C1=CC(=CC=C1)[N+](=O)[O-])C (1-(1,1-dimethylethylcarbonylaminosulphonyl)-3-nitrobenzene). The reagents and catalysts are [Pd] (palladium on carbon). Run in C(C)O (ethanol), O (water). The product is CC(C)(C(=O)NS(=O)(=O)C1=CC(=CC=C1)N)C (1-(1,1-Dimethylethylcarbonylaminosulphonyl)-3-aminobenzene). Yield: 74.9%. As a reaction SMILES: [CH3:1][C:2]([CH3:19])([C:4]([NH:6][S:7]([C:10]1[CH:15]=[CH:14][CH:13]=[C:12]([N+:16]([O-])=O)[CH:11]=1)(=[O:9])=[O:8])=[O:5])[CH3:3]>[Pd].O.C(O)C>[CH3:3][C:2]([CH3:19])([C:4]([NH:6][S:7]([C:10]1[CH:15]=[CH:14][CH:13]=[C:12]([NH2:16])[CH:11]=1)(=[O:9])=[O:8])=[O:5])[CH3:1]. Procedure details: In the same way as that described in Example 11, Step 2, using 1-(1,1-dimethylethylcarbonylaminosulphonyl)-3-nitrobenzene (5 g, 17.5 mmol), 10% palladium on carbon (0.5 g, 10% (w/w)) in water (4 ml) and ethanol (100 ml), the title compound (3.36 g, 75%) was afforded as a pale yellow solid after recrystallisation from ethanol. mp 147°-150° C. 1H NMR (360 MHz, D6-DMSO) δ 1.07 (9H, s), 5.62 (2H, brs), 6.78 (1H, dd, J=8.0 and 2.0 Hz), 6.94 (1H, d, J=8.0 Hz), 7.08 (1H, t, J=2.0 Hz), 7.19 (1H, t, J=7.... The reactants are C1(=CC=CC=C1)CC(=O)N=C=S (2-phenylethanoyl isothiocyanate), C(C)N(CC#CC1=CC2=NC=CC(=C2S1)OC1=C(C=C(C=C1)N)F)CC (4-(2-(3-(diethylamino)prop-1-ynyl)thieno[3,2-b]pyridin-7-yloxy)-3-fluorobenzenamine), C1(=CC=CC=C1)C.C(C)O (toluene ethanol), Cl (HCl). The solvent is C1(=CC=CC=C1)C (toluene), O1CCOCC1 (dioxane). Conditions: time 30 minute. Yields the product C(C)N(CC#CC1=CC2=NC=CC(=C2S1)OC1=C(C=C(C=C1)NC(=S)NC(CC1=CC=CC=C1)=O)F)CC (N-(4-(2-(3-(diethylamino)prop-1-ynyl)thieno[3,2-b]pyridin-7-yloxy)-3-fluorophenylcarbamothioyl)-2-phenylacetamide). The yield is 31.1%. Reaction SMILES: [CH2:1]([N:3]([CH2:25][CH3:26])[CH2:4][C:5]#[C:6][C:7]1[S:15][C:14]2[C:9](=[N:10][CH:11]=[CH:12][C:13]=2[O:16][C:17]2[CH:22]=[CH:21][C:20]([NH2:23])=[CH:19][C:18]=2[F:24])[CH:8]=1)[CH3:2].C1(C)C=CC=CC=1.C(O)C.Cl.[C:38]1([CH2:44][C:45]([N:47]=[C:48]=[S:49])=[O:46])[CH:43]=[CH:42][CH:41]=[CH:40][CH:39]=1>O1CCOCC1.C1(C)C=CC=CC=1>[CH2:25]([N:3]([CH2:1][CH3:2])[CH2:4][C:5]#[C:6][C:7]1[S:15][C:14]2[C:9](=[N:10][CH:11]=[CH:12][C:13]=2[O:16][C:17]2[CH:22]=[CH:21][C:20]([NH:23][C:48]([NH:47][C:45](=[O:46])[CH2:44][C:38]3[CH:39]=[CH:40][CH:41]=[CH:42][CH:43]=3)=[S:49])=[CH:19][C:18]=2[F:24])[CH:8]=1)[CH3:26] |f:1.2|. Procedure details: To a stirred solution of 4-(2-(3-(diethylamino)prop-1-ynyl)thieno[3,2-b]pyridin-7-yloxy)-3-fluorobenzenamine (369 mg, 1.00 mmol) in 1:1 toluene/ethanol (5 mL) was added a solution of 4N HCl (0.375 mL, 1.50 mmol) in dioxane. Then 2-phenylethanoyl isothiocyanate (886 mg, 5.00 mmol; prepared according to J. Org. Chem. 1964, 29, 1115-1119) was added as a solution in toluene (1 mL) all at once. After stirring for 30 minutes at room temperature, the reaction mixture was concentrated. The residue was t... Starting materials: C1(CCCC1)CC(C(=O)O)N1N=CC(=CC1=O)OC1=C(C=CC(=C1)F)F (3-cyclopentyl-2-[4-(2,5-difluoro-phenoxy)-6-oxo-6H-pyridazin-1-yl]-propionic acid), NC1=NN(C=C1)CC(C)(O)C (1-(3-amino-pyrazol-1-yl)-2-methyl-propan-2-ol), C1(CCCC1)CC(C(=O)O)N1N=CC(=CC1=O)OC1=C(C=CC(=C1)F)F (3-cyclopentyl-2-[4-(2,5-difluoro-phenoxy)-6-oxo-6H-pyridazin-1-yl]-propionic acid), NC1=NN(C=C1)CC(C)(O)C (1-(3-amino-pyrazol-1-yl)-2-methyl-propan-2-ol). Yields the product C1(CCCC1)CC(C(=O)NC1=NN(C=C1)CC(C)(C)O)N1N=CC(=CC1=O)OC1=C(C=CC(=C1)F)F (3-cyclopentyl-2-[4-(2,5-difluoro-phenoxy)-6-oxo-6H-pyridazin-1-yl]-N-[1-(2-hydroxy-2-methyl-propyl)-1H-pyrazol-3-yl]-propionamide). Yield: 63.0%. RXN SMILES: [CH:1]1([CH2:6][CH:7]([N:11]2[C:16](=[O:17])[CH:15]=[C:14]([O:18][C:19]3[CH:24]=[C:23]([F:25])[CH:22]=[CH:21][C:20]=3[F:26])[CH:13]=[N:12]2)[C:8](O)=[O:9])[CH2:5][CH2:4][CH2:3][CH2:2]1.[NH2:27][C:28]1[CH:32]=[CH:31][N:30]([CH2:33][C:34]([CH3:37])([OH:36])[CH3:35])[N:29]=1>>[CH:1]1([CH2:6][CH:7]([N:11]2[C:16](=[O:17])[CH:15]=[C:14]([O:18][C:19]3[CH:24]=[C:23]([F:25])[CH:22]=[CH:21][C:20]=3[F:26])[CH:13]=[N:12]2)[C:8]([NH:27][C:28]2[CH:32]=[CH:31][N:30]([CH2:33][C:34]([OH:36])([CH3:35])[CH3:37])[N:29]=2)=[O:9])[CH2:5][CH2:4][CH2:3][CH2:2]1. Procedure: Using the method described in Example 17, 3-cyclopentyl-2-[4-(2,5-difluoro-phenoxy)-6-oxo-6H-pyridazin-1-yl]-propionic acid (Intermediate 46) and 1-(3-amino-pyrazol-1-yl)-2-methyl-propan-2-ol (Intermediate 1) afforded 3-cyclopentyl-2-[4-(2,5-difluoro-phenoxy)-6-oxo-6H-pyridazin-1-yl]-N-[1-(2-hydroxy-2-methyl-propyl)-1H-pyrazol-3-yl]-propionamide as a white solid (0.76 g, 63%); ES+-HRMS m/e calcd for C25H29N5O4F2 [M+H+] 502.2261 found 502.2259. 1H-NMR (300 MHz, DMSO-d6) δ ppm 1.05 (s, 3H), 1.06 (... Reactants: O=C([O-])O, CO, Cl, Nc1nc2cc(C(=O)c3ccccc3)ccc2n1CCC(=O)O, [Na+]. RXN SMILES: [C:25](=[O:26])([OH:27])[O-:28].[CH3:30][OH:31].[ClH:24].[NH2:1][c:2]1[n:3][c:4]2[c:5]([n:6]1[CH2:7][CH2:8][C:9](=[O:10])[OH:11])[cH:12][cH:13][c:14]([C:16]([c:17]1[cH:18][cH:19][cH:20][cH:21][cH:22]1)=[O:23])[cH:15]2.[Na+:29]>>[NH2:1][c:2]1[n:3][c:4]2[c:5]([n:6]1[CH2:7][CH2:8][C:9](=[O:10])[O:11][CH3:25])[cH:12][cH:13][c:14]([C:16]([c:17]1[cH:18][cH:19][cH:20][cH:21][cH:22]1)=[O:23])[cH:15]2. The product is COC(=O)CCn1c(N)nc2cc(C(=O)c3ccccc3)ccc21. Reported procedure: 20.2 g (0.2 mol) of formylaminoacetone [A. Treibs u.a., Chem. Ber. 84 96 (1951)] and 27.2 g (0.2 mol) of o-hydroxyacetophenone are dissolved in 100 ml of toluene, and 10 ml of pyrrolidine are added. The mixture is stirred at 25° C. for 20 hours and then at 115° C. for 2 hours. After cooling, the mixture is extracted by shaking successively with 2N HCl, 2N NaOH and water, the organic phase is concentrated and the 2-methyl-2-formylaminomethylchroman-4-one formed is isolated by chromatography. Melt... Reaction conditions: temperature 25 celsius, time 20 hour. Starting materials: C(=O)NCC(C)=O (formylaminoacetone), OC1=C(C=CC=C1)C(C)=O (o-hydroxyacetophenone), N1CCCC1 (pyrrolidine). As a reaction SMILES: [CH:1]([NH:3][CH2:4][C:5](=[O:7])[CH3:6])=[O:2].O[C:9]1[CH:14]=[CH:13][CH:12]=[CH:11][C:10]=1[C:15](=[O:17])[CH3:16].N1CCCC1>C1(C)C=CC=CC=1>[CH3:6][C:5]1([CH2:4][NH:3][CH:1]=[O:2])[CH2:16][C:15](=[O:17])[C:10]2[C:9](=[CH:14][CH:13]=[CH:12][CH:11]=2)[O:7]1. Product: CC1(OC2=CC=CC=C2C(C1)=O)CNC=O (2-methyl-2-formylaminomethylchroman-4-one). Solvent: C1(=CC=CC=C1)C (toluene).